From a dataset of the Open Reaction Database (ORD), a public repository of structured organic reaction records. describe an organic reaction: reactants, conditions, products, and yield Starting materials: C(C)C1=C2C(=NC=3C=CC=CC13)CCNCC2 (11-ethyl-1,2,4,5-tetrahydro-3H-azepino[4,5-b]quinoline), ClC(=O)OCC (ethyl chloroformate). Yields the product Cl.C(C)OC(=O)N1CCC2=NC=3C=CC=CC3C(=C2CC1)CC (1,2,4,5-Tetrahydro-11-ethyl-3-azepino[4,5-b]quinoline-carboxylic acid ethyl ester hydrochloride). Isolated yield 72.0%. RXN SMILES: [CH2:1]([C:3]1[C:12]2[CH:11]=[CH:10][CH:9]=[CH:8][C:7]=2[N:6]=[C:5]2[CH2:13][CH2:14][NH:15][CH2:16][CH2:17][C:4]=12)[CH3:2].[Cl:18][C:19]([O:21][CH2:22][CH3:23])=[O:20]>>[ClH:18].[CH2:22]([O:21][C:19]([N:15]1[CH2:16][CH2:17][C:4]2[C:5](=[N:6][C:7]3[CH:8]=[CH:9][CH:10]=[CH:11][C:12]=3[C:3]=2[CH2:1][CH3:2])[CH2:13][CH2:14]1)=[O:20])[CH3:23] |f:2.3|. Procedure: 1,2,4,5-Tetrahydro-11-ethyl-3-azepino[4,5-b]quinoline-carboxylic acid ethyl ester hydrochloride was prepared from 11-ethyl-1,2,4,5-tetrahydro-3H-azepino[4,5-b]quinoline and ethyl chloroformate analogous to Example 63. Reactants: OC1=C(C=O)C(=CC=C1)OC (2-Hydroxy-6-methoxybenzaldehyde), BrCC=1C=C(C(=O)OC)C=CC1 (methyl 3-bromomethylbenzoate), C([O-])([O-])=O.[K+].[K+] (potassium carbonate), [I-].[Na+] (sodium iodide). Run in CO (methanol). Conditions: time 18 hour. Yields the product C(=O)C1=C(OCC=2C=C(C(=O)OC)C=CC2)C=CC=C1OC (methyl 3-(2-formyl-3-methoxyphenoxy)methylbenzoate), ethyl acetate petrol. As a reaction SMILES: [OH:1][C:2]1[CH:9]=[CH:8][CH:7]=[C:6]([O:10][CH3:11])[C:3]=1[CH:4]=[O:5].Br[CH2:13][C:14]1[CH:15]=[C:16]([CH:21]=[CH:22][CH:23]=1)[C:17]([O:19][CH3:20])=[O:18].C(=O)([O-])[O-].[K+].[K+].[I-].[Na+]>CO>[CH:4]([C:3]1[C:6]([O:10][CH3:11])=[CH:7][CH:8]=[CH:9][C:2]=1[O:1][CH2:13][C:14]1[CH:15]=[C:16]([CH:21]=[CH:22][CH:23]=1)[C:17]([O:19][CH3:20])=[O:18])=[O:5] |f:2.3.4,5.6|. Procedure details: 2-Hydroxy-6-methoxybenzaldehyde (4.56 g, 0.03 M), methyl 3-bromomethylbenzoate (6.87 g, 0.03 M), anhydrous potassium carbonate (4.455 g), sodium iodide (0.18 g) and methanol (50 ml) were refluxed with stirring for 18 hr. The cooled reaction mixture was filtered and the solid washed well with methanol. The filtrate was evaporated to dryness and the residue triturated with 1 N sodium hydroxide solution. The solid was filtered off and washed with water to give methyl 3-(2-formyl-3-methoxyphenoxy)me... Starting materials: CC(C)(C)OC(=O)Nc1ccncc1N, COc1ccc(C(=O)Cl)cc1, ClCCl, CCOC(C)=O, [Na+], [OH-], c1ccncc1. The product is COc1ccc(C(=O)Nc2cnccc2NC(=O)OC(C)(C)C)cc1. Reaction SMILES: [C:1]([CH3:2])([CH3:3])([CH3:4])[O:5][C:6](=[O:7])[NH:8][c:9]1[c:10]([NH2:15])[cH:11][n:12][cH:13][cH:14]1.[C:22]([c:23]1[cH:24][cH:25][c:26]([O:29][CH3:30])[cH:27][cH:28]1)(=[O:31])[Cl:32].[CH2:35]([Cl:36])[Cl:37].[CH3:38][CH2:39][O:40][C:41](=[O:42])[CH3:43].[Na+:34].[OH-:33].[cH:16]1[cH:17][cH:18][n:19][cH:20][cH:21]1>>[C:1]([CH3:2])([CH3:3])([CH3:4])[O:5][C:6](=[O:7])[NH:8][c:9]1[c:10]([NH:15][C:22]([c:23]2[cH:24][cH:25][c:26]([O:29][CH3:30])[cH:27][cH:28]2)=[O:31])[cH:11][n:12][cH:13][cH:14]1. Starting materials: NS(=O)(=O)CCC(O)COCc1ccccc1, O, Cc1ccc(S(=O)(=O)Cl)cc1, c1ccncc1. Product: Cc1ccc(S(=O)(=O)OC(CCS(N)(=O)=O)COCc2ccccc2)cc1. RXN SMILES: [CH2:1]([c:2]1[cH:3][cH:4][cH:5][cH:6][cH:7]1)[O:8][CH2:9][CH:10]([CH2:11][CH2:12][S:13](=[O:14])(=[O:15])[NH2:16])[OH:17].[OH2:29].[S:18](=[O:19])(=[O:20])([c:21]1[cH:22][cH:23][c:24]([CH3:25])[cH:26][cH:27]1)[Cl:28].[cH:30]1[cH:31][cH:32][n:33][cH:34][cH:35]1>>[CH2:1]([c:2]1[cH:3][cH:4][cH:5][cH:6][cH:7]1)[O:8][CH2:9][CH:10]([CH2:11][CH2:12][S:13](=[O:14])(=[O:15])[NH2:16])[O:17][S:18](=[O:19])(=[O:20])[c:21]1[cH:22][cH:23][c:24]([CH3:25])[cH:26][cH:27]1.